From a dataset of the Open Reaction Database (ORD), a public repository of structured organic reaction records. describe an organic reaction: reactants, conditions, products, and yield Starting materials: Cl.Cl.NC(CCl)C(C)C=1N=CNC1 (2-amino-1-chloro-3-(1H-imidazol-4-yl)butane dihydrochloride), C(C)(=O)[O-].[Na+] (sodium acetate). The reagents and catalysts are [Pd] (palladium on activated carbon). The solvent is C(C)(=O)O (acetic acid). The product is N1C=NC(=C1)C(C(C)N)C ([3-(1H-imidazol-4yl)but-2-yl]amine). Yield: 63.9%. Reaction SMILES: Cl.Cl.[NH2:3][CH:4]([CH:7]([C:9]1[N:10]=[CH:11][NH:12][CH:13]=1)[CH3:8])[CH2:5]Cl.C([O-])(=O)C.[Na+]>[Pd].C(O)(=O)C>[NH:12]1[CH:13]=[C:9]([CH:7]([CH3:8])[CH:4]([NH2:3])[CH3:5])[N:10]=[CH:11]1 |f:0.1.2,3.4|. Reported procedure: A mixture of 2 g (8.1 mmol) 2-amino-1-chloro-3-(1H-imidazol-4-yl)butane dihydrochloride, 1.3 g (16.2 mmol) sodium acetate and 100 ml 10% acetic acid, are hydrogenated over 0.5 g 10% palladium on activated carbon for 10 days at 10 bar and ambient temperature. The catalyst is removed by filtration and the filtrate brought to pH 1 by addition of concentrated hydrochloric acid. After evaporation the oily residue is dissolved in dry ethanol and inorganic material is removed by filtration. By addition... The reactants are CCN(C(C)C)C(C)C, CN(C)C=O, COc1cc(C(=O)O)ccc1Nc1ncc2c(n1)N(C(C)C)CC(F)(F)C(=O)N2C, NC1CCOCC1, O. Product: COc1cc(C(=O)NC2CCOCC2)ccc1Nc1ncc2c(n1)N(C(C)C)CC(F)(F)C(=O)N2C. RXN SMILES: [CH2:31]([N:32]([CH:33]([CH3:34])[CH3:35])[CH:36]([CH3:37])[CH3:38])[CH3:39].[CH3:47][N:48]([CH3:49])[CH:50]=[O:51].[F:1][C:2]1([F:30])[C:3](=[O:29])[N:4]([CH3:28])[c:5]2[c:6]([n:12][c:13]([NH:16][c:17]3[c:18]([O:26][CH3:27])[cH:19][c:20]([C:21](=[O:22])[OH:23])[cH:24][cH:25]3)[n:14][cH:15]2)[N:7]([CH:9]([CH3:10])[CH3:11])[CH2:8]1.[O:40]1[CH2:41][CH2:42][CH:43]([NH2:46])[CH2:44][CH2:45]1.[OH2:52]>>[F:1][C:2]1([F:30])[C:3](=[O:29])[N:4]([CH3:28])[c:5]2[c:6]([n:12][c:13]([NH:16][c:17]3[c:18]([O:26][CH3:27])[cH:19][c:20]([C:21](=[O:22])[NH:46][CH:43]4[CH2:42][CH2:41][O:40][CH2:45][CH2:44]4)[cH:24][cH:25]3)[n:14][cH:15]2)[N:7]([CH:9]([CH3:10])[CH3:11])[CH2:8]1. The reactants are C1CCOC1, CCO, COc1ccc(CCN(CCCN2C(=O)c3c(ccc(N)c3[N+](=O)[O-])C(C)(C)C2=O)C(=O)OC(C)(C)C)cc1OC. Yields the product COc1ccc(CCN(CCCN2C(=O)c3c(ccc(N)c3N)C(C)(C)C2=O)C(=O)OC(C)(C)C)cc1OC. Reaction SMILES: [CH2:45]1[O:46][CH2:47][CH2:48][CH2:49]1.[CH3:42][CH2:43][OH:44].[NH2:1][c:2]1[cH:3][cH:4][c:5]2[c:10]([c:11]1[N+:12]([O-:13])=[O:14])[C:9](=[O:15])[N:8]([CH2:16][CH2:17][CH2:18][N:19]([C:20]([O:21][C:22]([CH3:23])([CH3:24])[CH3:25])=[O:26])[CH2:27][CH2:28][c:29]1[cH:30][c:31]([O:37][CH3:38])[c:32]([O:35][CH3:36])[cH:33][cH:34]1)[C:7](=[O:39])[C:6]2([CH3:40])[CH3:41]>>[NH2:1][c:2]1[cH:3][cH:4][c:5]2[c:10]([c:11]1[NH2:12])[C:9](=[O:15])[N:8]([CH2:16][CH2:17][CH2:18][N:19]([C:20]([O:21][C:22]([CH3:23])([CH3:24])[CH3:25])=[O:26])[CH2:27][CH2:28][c:29]1[cH:30][c:31]([O:37][CH3:38])[c:32]([O:35][CH3:36])[cH:33][cH:34]1)[C:7](=[O:39])[C:6]2([CH3:40])[CH3:41]. Starting materials: C(=O)C(CCC(=O)OC)CCCCC (methyl 4-formylnonanoate), [BH4-].[Na+] (sodium borohydride), [OH-].[Na+] (sodium hydroxide). The solvent is C(C)O (ethanol). Conditions: temperature 0 celsius, time 3 hour. Product: C(CCCC)C1CCC(OC1)=O (5-pentyltetrahydropyran-2-one). The yield is 100.3%. As a reaction SMILES: C([CH:3]([CH2:10][CH2:11][CH2:12][CH2:13][CH3:14])[CH2:4][CH2:5][C:6]([O:8][CH3:9])=[O:7])=O.[BH4-].[Na+].[OH-].[Na+]>C(O)C>[CH2:10]([CH:3]1[CH2:9][O:8][C:6](=[O:7])[CH2:5][CH2:4]1)[CH2:11][CH2:12][CH2:13][CH3:14] |f:1.2,3.4|. Procedure details: 1560.0 g of ethanol and 663.0 g (max. 2.74 mol) of 82.7% methyl 4-formylnonanoate obtained in Example 1 are placed in a four-liter round-bottomed flask with a mechanical stirrer and a thermometer, and the mixture is cooled to 0° C. 41.6 g (1.10 mol) of sodium borohydride are then added dropwise over four hours, without exceeding 5° C. in the bulk. Stirring is continued after the end of the addition for a further 24 hours at 0° C. 1900.0 g of aqueous 10% sodium hydroxide solution are added dropwi... The reactants are N#Cc1ccccc1N1CCNCC1, CO, ClCCl, ClCCl, CC(=O)N1CCc2c(c(-c3ccc(C(F)(F)F)cc3)nn2CC2CO2)C1, O, O=S(=O)([O-])C(F)(F)F, O=S(=O)([O-])C(F)(F)F, O=S(=O)([O-])C(F)(F)F, [Yb+3]. RXN SMILES: [C:52](#[N:53])[c:54]1[c:55]([N:60]2[CH2:61][CH2:62][NH:63][CH2:64][CH2:65]2)[cH:56][cH:57][cH:58][cH:59]1.[CH3:66][OH:67].[Cl:68][CH2:69][Cl:70].[Cl:71][CH2:72][Cl:73].[O:1]1[CH:2]([CH2:4][n:5]2[n:6][c:7](-[c:17]3[cH:18][cH:19][c:20]([C:23]([F:24])([F:25])[F:26])[cH:21][cH:22]3)[c:8]3[c:13]2[CH2:12][CH2:11][N:10]([C:14]([CH3:15])=[O:16])[CH2:9]3)[CH2:3]1.[OH2:74].[S:27]([O-:28])([C:29]([F:30])([F:31])[F:32])(=[O:33])=[O:34].[S:36]([O-:37])([C:38]([F:39])([F:40])[F:41])(=[O:42])=[O:43].[S:44]([O-:45])([C:46]([F:47])([F:48])[F:49])(=[O:50])=[O:51].[Yb+3:35]>>[OH:1][CH:2]([CH2:3][N:63]1[CH2:62][CH2:61][N:60]([c:55]2[c:54]([C:52]#[N:53])[cH:59][cH:58][cH:57][cH:56]2)[CH2:65][CH2:64]1)[CH2:4][n:5]1[n:6][c:7](-[c:17]2[cH:18][cH:19][c:20]([C:23]([F:24])([F:25])[F:26])[cH:21][cH:22]2)[c:8]2[c:13]1[CH2:12][CH2:11][N:10]([C:14]([CH3:15])=[O:16])[CH2:9]2. The product is CC(=O)N1CCc2c(c(-c3ccc(C(F)(F)F)cc3)nn2CC(O)CN2CCN(c3ccccc3C#N)CC2)C1. The reactants are ClC1=C(C=O)C=CC=C1Cl (2,3-dichlorobenzaldehyde), C(CC(=O)C)(=O)OCCN1CCN(CC1)C(C1=CC=CC=C1)C1=CC=CC=C1 (2-(4-benzhydryl-1-piperazinyl)ethyl acetoacetate), N\C(=C/C(=O)OCC)\C (ethyl 3-aminocrotonate). Run in C(C)(C)O (isopropyl alcohol). Yields the product ClC1=C(C=CC=C1Cl)C1C(=C(NC(=C1C(=O)OCC)C)C)C(=O)OCCN1CCN(CC1)C(C1=CC=CC=C1)C1=CC=CC=C1 (2-(4-benzhydryl-1-piperazinyl)ethyl ethyl 4-(2,3-dichlorophenyl)-2,6-dimethyl-1,4-dihydropyridine-3,5-dicarboxylate). Isolated yield 30.7%. RXN SMILES: [Cl:1][C:2]1[C:9]([Cl:10])=[CH:8][CH:7]=[CH:6][C:3]=1[CH:4]=O.[C:11]([O:17][CH2:18][CH2:19][N:20]1[CH2:25][CH2:24][N:23]([CH:26]([C:33]2[CH:38]=[CH:37][CH:36]=[CH:35][CH:34]=2)[C:27]2[CH:32]=[CH:31][CH:30]=[CH:29][CH:28]=2)[CH2:22][CH2:21]1)(=[O:16])[CH2:12][C:13]([CH3:15])=O.[NH2:39]/[C:40](/[CH3:47])=[CH:41]\[C:42]([O:44][CH2:45][CH3:46])=[O:43]>C(O)(C)C>[Cl:1][C:2]1[C:9]([Cl:10])=[CH:8][CH:7]=[CH:6][C:3]=1[CH:4]1[C:41]([C:42]([O:44][CH2:45][CH3:46])=[O:43])=[C:40]([CH3:47])[NH:39][C:13]([CH3:15])=[C:12]1[C:11]([O:17][CH2:18][CH2:19][N:20]1[CH2:21][CH2:22][N:23]([CH:26]([C:33]2[CH:34]=[CH:35][CH:36]=[CH:37][CH:38]=2)[C:27]2[CH:28]=[CH:29][CH:30]=[CH:31][CH:32]=2)[CH2:24][CH2:25]1)=[O:16]. Reported procedure: A mixture of 2,3-dichlorobenzaldehyde, 2-(4-benzhydryl-1-piperazinyl)ethyl acetoacetate and ethyl 3-aminocrotonate was worked up in isopropyl alcohol in the same manner as Example 1 to give 2-(4-benzhydryl-1-piperazinyl)ethyl ethyl 4-(2,3-dichlorophenyl)-2,6-dimethyl-1,4-dihydropyridine-3,5-dicarboxylate as a light yellow powder, m.p. 87°-89° C. (sintering). Yield 30.7%. IR(Nujol)cm-1 : 3335, 1695, 1680. NMR(CDCl3) δ: 1.15(3H, t,J=7,--CH2CH3), 3.25(6H,s, ##STR18## 4.16(1H,s,>N--CH<), 5.41(1H,s,C...